Dataset: the Open Reaction Database (ORD), a public repository of structured organic reaction records. Task: describe an organic reaction: reactants, conditions, products, and yield The reactants are CC(=O)O, ClI, O, COC(=O)c1ccc(O)c([N+](=O)[O-])c1. Product: COC(=O)c1cc(I)c(O)c([N+](=O)[O-])c1. As a reaction SMILES: [CH3:18][C:19](=[O:20])[OH:21].[I:15][Cl:16].[OH2:17].[OH:1][c:2]1[c:3]([N+:12](=[O:13])[O-:14])[cH:4][c:5]([C:6](=[O:7])[O:8][CH3:9])[cH:10][cH:11]1>>[OH:1][c:2]1[c:3]([N+:12](=[O:13])[O-:14])[cH:4][c:5]([C:6](=[O:7])[O:8][CH3:9])[cH:10][c:11]1[I:15].